Dataset: the Open Reaction Database (ORD), a public repository of structured organic reaction records. Task: describe an organic reaction: reactants, conditions, products, and yield Starting materials: C1CCOC1, C1COCOC1, [Li]CCCC, CCCCCCCCCCCCC, N#Cc1ccccc1, C#Cc1ccccc1. The product is C(#Cc1ccccc1)c1ccccc1. As a reaction SMILES: [CH2:35]1[O:36][CH2:37][CH2:38][CH2:39]1.[CH2:40]1[CH2:41][O:42][CH2:43][O:44][CH2:45]1.[CH2:9]([Li:10])[CH2:11][CH2:12][CH3:13].[CH3:22][CH2:23][CH2:24][CH2:25][CH2:26][CH2:27][CH2:28][CH2:29][CH2:30][CH2:31][CH2:32][CH2:33][CH3:34].[N:14]#[C:15][c:16]1[cH:17][cH:18][cH:19][cH:20][cH:21]1.[c:1]1([C:7]#[CH:8])[cH:2][cH:3][cH:4][cH:5][cH:6]1>>[c:1]1([C:7]#[C:8][c:16]2[cH:17][cH:18][cH:19][cH:20][cH:21]2)[cH:2][cH:3][cH:4][cH:5][cH:6]1. Reactants: COc1ccc(Nc2nc(N3CCCC3)ncc2-c2nc(C)nc(SC)n2)cn1, N, C1COCCO1. Product: COc1ccc(Nc2nc(N3CCCC3)ncc2-c2nc(C)nc(N)n2)cn1. As a reaction SMILES: [CH3:1][O:2][c:3]1[cH:4][cH:5][c:6]([NH:9][c:10]2[n:11][c:12]([N:25]3[CH2:26][CH2:27][CH2:28][CH2:29]3)[n:13][cH:14][c:15]2-[c:16]2[n:17][c:18]([S:23][CH3:24])[n:19][c:20]([CH3:22])[n:21]2)[cH:7][n:8]1.[NH3:30].[O:31]1[CH2:32][CH2:33][O:34][CH2:35][CH2:36]1>>[CH3:1][O:2][c:3]1[cH:4][cH:5][c:6]([NH:9][c:10]2[n:11][c:12]([N:25]3[CH2:26][CH2:27][CH2:28][CH2:29]3)[n:13][cH:14][c:15]2-[c:16]2[n:17][c:18]([NH2:30])[n:19][c:20]([CH3:22])[n:21]2)[cH:7][n:8]1.